describe an organic reaction: reactants, conditions, products, and yield From a dataset of the Open Reaction Database (ORD), a public repository of structured organic reaction records. As a reaction SMILES: [Br:16][c:17]1[cH:18][c:19]2[cH:20][cH:21][c:22]([OH:28])[c:23]([F:27])[c:24]2[cH:25][cH:26]1.[CH3:29][N:30]([c:31]1[cH:32][cH:33][n:34][cH:35][cH:36]1)[CH3:37].[CH3:38][c:39]1[cH:40][cH:41][cH:42][cH:43][cH:44]1.[CH3:45][CH2:46][O:47][C:48]([CH3:49])=[O:50].[Cl:1][c:2]1[cH:3][cH:4][n:5][c:6]2[cH:7][c:8]([O:14][CH3:15])[c:9]([O:12][CH3:13])[cH:10][c:11]12>>[c:2]1([O:28][c:22]2[cH:21][cH:20][c:19]3[cH:18][c:17]([Br:16])[cH:26][cH:25][c:24]3[c:23]2[F:27])[cH:3][cH:4][n:5][c:6]2[cH:7][c:8]([O:14][CH3:15])[c:9]([O:12][CH3:13])[cH:10][c:11]12. Reactants: Oc1ccc2cc(Br)ccc2c1F, CN(C)c1ccncc1, Cc1ccccc1, CCOC(C)=O, COc1cc2nccc(Cl)c2cc1OC. Product: COc1cc2nccc(Oc3ccc4cc(Br)ccc4c3F)c2cc1OC. Starting materials: C(C1=CC=CC=C1)(=O)C=1NC2=CC(=CC=C2C1NC(CC(C)OCC1=CC=CC=C1)=O)Cl (2-Benzoyl-3-(3-benzyloxybutyrylamino)-6-chloroindole). The reagents and catalysts are [Pd] (Pd—C). The solvent is C(C)(=O)OCC (ethyl acetate). Conditions: time 24 hour. Yields the product C(C1=CC=CC=C1)(=O)C=1NC2=CC(=CC=C2C1NC(CC(C)O)=O)Cl (2-Benzoyl-6-chloro-3-(3-hydroxybutyrylamino)indole). Isolated yield 15.9%. Reaction SMILES: [C:1]([C:9]1[NH:10][C:11]2[C:16]([C:17]=1[NH:18][C:19](=[O:31])[CH2:20][CH:21]([O:23]CC1C=CC=CC=1)[CH3:22])=[CH:15][CH:14]=[C:13]([Cl:32])[CH:12]=2)(=[O:8])[C:2]1[CH:7]=[CH:6][CH:5]=[CH:4][CH:3]=1>C(OCC)(=O)C.[Pd]>[C:1]([C:9]1[NH:10][C:11]2[C:16]([C:17]=1[NH:18][C:19](=[O:31])[CH2:20][CH:21]([OH:23])[CH3:22])=[CH:15][CH:14]=[C:13]([Cl:32])[CH:12]=2)(=[O:8])[C:2]1[CH:3]=[CH:4][CH:5]=[CH:6][CH:7]=1. Reported procedure: A mixture of 2-benzoyl-3-(3-benzyloxybutyrylamino)-6-chloroindole (Step 1) (2.3 g, 5.1 mmol) and 10% Pd—C (0.2 g) in ethyl acetate (50 ml) was stirred at room temperature for 24 h under a hydrogen atmosphere. The mixture was filtered through a pad of Celite and the filtrate was concentrated. Purification by flash column chromatography eluting with hexane/ethyl acetate (1/1) gave a yellow amorphous solid. Recrystallization from ethyl acetate/hexane afforded 290 mg (16%) of the titled compound as ... Starting materials: FC(OC1=C(OC2CCN(CC2)C(=O)OC(C)(C)C)C=CC(=C1)[N+](=O)[O-])F (tert-butyl 4-(2-(difluoromethoxy)-4-nitrophenoxy)piperidine-1-carboxylate). Reagents/catalysts: [Pd] (palladium on charcoal). Run in CO (MeOH). The product is NC1=CC(=C(OC2CCN(CC2)C(=O)OC(C)(C)C)C=C1)OC(F)F (tert-butyl 4-(4-amino-2-(difluoromethoxy)phenoxy)piperidine-1-carboxylate). The yield is 63.1%. As a reaction SMILES: [F:1][CH:2]([F:27])[O:3][C:4]1[CH:23]=[C:22]([N+:24]([O-])=O)[CH:21]=[CH:20][C:5]=1[O:6][CH:7]1[CH2:12][CH2:11][N:10]([C:13]([O:15][C:16]([CH3:19])([CH3:18])[CH3:17])=[O:14])[CH2:9][CH2:8]1>[Pd].CO>[NH2:24][C:22]1[CH:21]=[CH:20][C:5]([O:6][CH:7]2[CH2:12][CH2:11][N:10]([C:13]([O:15][C:16]([CH3:18])([CH3:19])[CH3:17])=[O:14])[CH2:9][CH2:8]2)=[C:4]([O:3][CH:2]([F:27])[F:1])[CH:23]=1. Procedure details: The general hydrogenation procedure as described herein was used with tert-butyl 4-(2-(difluoromethoxy)-4-nitrophenoxy)piperidine-1-carboxylate (193 mg, 0.5 mmol), palladium on charcoal (39 mg) and MeOH (5 mL) under atmospheric pressure (H2 balloon) to give the product (113 mg, 63% yield) after purification by column chromatography on silica gel using EtOAc/heptane (2:8 to 6:4) as eluent. Reactants: CO, Cl, COC(=O)c1cc(-c2ccc(C)c(F)c2)nn(CC(C)C)c1=O, [Na+], [OH-], O. The product is Cc1ccc(-c2cc(C(=O)O)c(=O)n(CC(C)C)n2)cc1F. Reaction SMILES: [CH3:28][OH:29].[ClH:27].[F:1][c:2]1[cH:3][c:4](-[c:9]2[cH:10][c:11]([C:20](=[O:21])[O:22][CH3:23])[c:12](=[O:19])[n:13]([CH2:15][CH:16]([CH3:17])[CH3:18])[n:14]2)[cH:5][cH:6][c:7]1[CH3:8].[Na+:25].[OH-:24].[OH2:26]>>[F:1][c:2]1[cH:3][c:4](-[c:9]2[cH:10][c:11]([C:20](=[O:21])[OH:22])[c:12](=[O:19])[n:13]([CH2:15][CH:16]([CH3:17])[CH3:18])[n:14]2)[cH:5][cH:6][c:7]1[CH3:8].